The task is: describe an organic reaction: reactants, conditions, products, and yield. This data is from the Open Reaction Database (ORD), a public repository of structured organic reaction records. Reactants: CC(=O)Oc1cc(C=O)ccc1OCC(C)C, CC#N, ClC(Cl)Cl, [O-][Cl+][O-], [Na+], [Na+], O, O=P([O-])(O)O, OO. Product: CC(=O)Oc1cc(C(=O)O)ccc1OCC(C)C. RXN SMILES: [C:1]([CH3:2])(=[O:3])[O:4][c:5]1[c:6]([O:13][CH2:14][CH:15]([CH3:16])[CH3:17])[cH:7][cH:8][c:9]([CH:11]=[O:12])[cH:10]1.[CH3:30][C:31]#[N:32].[CH:34]([Cl:35])([Cl:36])[Cl:37].[Cl+:26]([O-:27])[O-:28].[Na+:18].[Na+:29].[OH2:33].[OH:19][P:20](=[O:21])([O-:22])[OH:23].[OH:24][OH:25]>>[C:1]([CH3:2])(=[O:3])[O:4][c:5]1[c:6]([O:13][CH2:14][CH:15]([CH3:16])[CH3:17])[cH:7][cH:8][c:9]([C:11](=[O:12])[OH:19])[cH:10]1.